Dataset: the Open Reaction Database (ORD), a public repository of structured organic reaction records. Task: describe an organic reaction: reactants, conditions, products, and yield The reactants are C(CCCCCCCCCCCCCCC)OCC(CO)=C (3-Hexadecyloxy-2-methylenepropan-1-ol), [H-].[Na+] (sodium hydride), CS(=O)(=O)OCCCCCOS(=O)(=O)C (1,5-dimethanesulfonyloxypentane). Yields the product C(CCCCCCCCCCCCCCC)OCC(COCCCCCOS(=O)(=O)C)=C (1-Hexadecyloxy-3-[5-(methanesulfonyloxy)pentyloxy]-2-methylenepropane). Run at temperature 54 celsius, time 20 hour. Procedure: 3-Hexadecyloxy-2-methylenepropan-1-ol (from Preparation 1) (4.45 g), sodium hydride dispersion (55-60% in oil, 1.4 g), and 1,5-dimethanesulfonyloxypentane (10.9 g) were mixed in dry dimethylformamide (33 ml) and stirred at 54° C. for 20 hours. Following the work-up procedure described in Preparation 7, the desired product was obtained. As a reaction SMILES: [CH2:1]([O:17][CH2:18][C:19](=[CH2:22])[CH2:20][OH:21])[CH2:2][CH2:3][CH2:4][CH2:5][CH2:6][CH2:7][CH2:8][CH2:9][CH2:10][CH2:11][CH2:12][CH2:13][CH2:14][CH2:15][CH3:16].[H-].[Na+].[CH3:25][S:26]([O:29][CH2:30][CH2:31][CH2:32][CH2:33][CH2:34]OS(C)(=O)=O)(=[O:28])=[O:27]>CN(C)C=O>[CH2:1]([O:17][CH2:18][C:19](=[CH2:22])[CH2:20][O:21][CH2:34][CH2:33][CH2:32][CH2:31][CH2:30][O:29][S:26]([CH3:25])(=[O:28])=[O:27])[CH2:2][CH2:3][CH2:4][CH2:5][CH2:6][CH2:7][CH2:8][CH2:9][CH2:10][CH2:11][CH2:12][CH2:13][CH2:14][CH2:15][CH3:16] |f:1.2|. The solvent is CN(C=O)C (dimethylformamide). Starting materials: Cc1ccccc1, C[Si](C)(C)CCOCOc1cccnc1C(O)c1ccccc1Cl. Product: C[Si](C)(C)CCOCOc1cccnc1C(=O)c1ccccc1Cl. Reaction SMILES: [CH3:25][c:26]1[cH:27][cH:28][cH:29][cH:30][cH:31]1.[Cl:1][c:2]1[c:3]([CH:8]([OH:9])[c:10]2[n:11][cH:12][cH:13][cH:14][c:15]2[O:16][CH2:17][O:18][CH2:19][CH2:20][Si:21]([CH3:22])([CH3:23])[CH3:24])[cH:4][cH:5][cH:6][cH:7]1>>[Cl:1][c:2]1[c:3]([C:8](=[O:9])[c:10]2[n:11][cH:12][cH:13][cH:14][c:15]2[O:16][CH2:17][O:18][CH2:19][CH2:20][Si:21]([CH3:22])([CH3:23])[CH3:24])[cH:4][cH:5][cH:6][cH:7]1. Starting materials: CCCCc1nc(C(C)(O)CC)c(C#N)n1C(c1ccccc1)(c1ccccc1)c1ccccc1, CC(=O)O. Yields the product CCCCc1nc(C(C)(O)CC)c(C#N)[nH]1. RXN SMILES: [CH2:1]([CH2:2][CH2:3][CH3:4])[c:5]1[n:6]([C:17]([c:18]2[cH:19][cH:20][cH:21][cH:22][cH:23]2)([c:24]2[cH:25][cH:26][cH:27][cH:28][cH:29]2)[c:30]2[cH:31][cH:32][cH:33][cH:34][cH:35]2)[c:7]([C:15]#[N:16])[c:8]([C:10]([CH2:11][CH3:12])([CH3:13])[OH:14])[n:9]1.[CH3:36][C:37](=[O:38])[OH:39]>>[CH2:1]([CH2:2][CH2:3][CH3:4])[c:5]1[nH:6][c:7]([C:15]#[N:16])[c:8]([C:10]([CH2:11][CH3:12])([CH3:13])[OH:14])[n:9]1.